The task is: describe an organic reaction: reactants, conditions, products, and yield. This data is from the Open Reaction Database (ORD), a public repository of structured organic reaction records. Starting materials: CC(NS(=O)C(C)(C)C)c1ncc(Br)cc1F, CC(=O)[O-], COC(=O)c1c(Cl)cc(Cl)cc1OS(=O)(=O)C(F)(F)F, [K+], [Na+], [Na+], O=C([O-])[O-], CN(C)C=O, O=C(OO)c1cccc(Cl)c1. The product is COC(=O)c1c(Cl)cc(Cl)cc1-c1cnc(C(C)NS(=O)C(C)(C)C)c(F)c1. Reaction SMILES: [Br:1][c:2]1[cH:3][c:4]([F:17])[c:5]([CH:8]([CH3:9])[NH:10][S:11](=[O:12])[C:13]([CH3:14])([CH3:15])[CH3:16])[n:6][cH:7]1.[CH3:19][C:20](=[O:21])[O-:22].[Cl:34][c:35]1[c:36]([C:37](=[O:38])[O:39][CH3:40])[c:41]([O:46][S:47]([C:48]([F:49])([F:50])[F:51])(=[O:52])=[O:53])[cH:42][c:43]([Cl:45])[cH:44]1.[K+:18].[Na+:54].[Na+:55].[O-:56][C:57](=[O:58])[O-:59].[O:60]=[CH:61][N:62]([CH3:63])[CH3:64].[OH:23][O:24][C:25]([c:26]1[cH:27][c:28]([Cl:29])[cH:30][cH:31][cH:32]1)=[O:33]>>[c:2]1(-[c:41]2[c:36]([C:37](=[O:38])[O:39][CH3:40])[c:35]([Cl:34])[cH:44][c:43]([Cl:45])[cH:42]2)[cH:3][c:4]([F:17])[c:5]([CH:8]([CH3:9])[NH:10][S:11](=[O:12])[C:13]([CH3:14])([CH3:15])[CH3:16])[n:6][cH:7]1. The reactants are C(CN)CO (propanolamine), COC(=O)CC(=O)CC(=O)OC (dimethyl 1,3-acetonedicarboxylate), BrCC(=O)C (1-bromoacetone), hydrochloric acid ice, [Cl-].[Na+] (sodium chloride), resultant mixture. Solvent: O (water). Run at temperature 40 celsius. Yields the product OCCCN1C(=C(C=C1)C(=O)OC)CC(=O)OC (methyl N-(3-hydroxypropyl)-3-carbomethoxypyrrole-2-acetate). Reaction SMILES: [CH2:1]([CH2:4][OH:5])[CH2:2][NH2:3].[CH3:6][O:7][C:8]([CH2:10][C:11]([CH2:13][C:14]([O:16][CH3:17])=[O:15])=O)=[O:9].Br[CH2:19][C:20](C)=O.[Cl-].[Na+]>O>[OH:5][CH2:4][CH2:1][CH2:2][N:3]1[CH:20]=[CH:19][C:10]([C:8]([O:7][CH3:6])=[O:9])=[C:11]1[CH2:13][C:14]([O:16][CH3:17])=[O:15] |f:3.4|. Reported procedure: To a solution of propanolamine in water there is added dimethyl 1,3-acetonedicarboxylate. The resultant mixture is rapidly cooled to -10° C. and treated dropwise, over a 15 minute period, with stirring, with 1-bromoacetone, whilst maintaining the reaction mixture at a temperature not higher than 40° C. When the addition is completed the dark reaction mixture is stirred for an additional hour at room temperature, and then poured into a mixture of hydrochloric acid-ice, saturated with solid sodium... Solvent: O1CCCC1 (tetrahydrofuran). The reactants are CC(C)(C)C=1C=C(C=C(C1O)C)C=C1C(NCS1)=O (5-[[3-(1,1-dimethylethyl)-4-hydroxy-5-methylphenyl]methylene]-4-thiazolidinone). The product is CC(C)(C)C=1C=C(C=C(C1O)C)CC1C(NCS1)=O (5-[[3-(1,1-dimethylethyl)-4-hydroxy-5-methylphenyl]methyl]-4-thiazolidinone). Procedure details: A solution of 0.28 g of the compound of Example 61 in 30 ml of tetrahydrofuran was hydrogenated at 60 pounds per square inch in the presence of 1.12 g of 5% palladium on carbon overnight at 60° C. The reaction mixture was filtered and evaporated to dryness. The resulting residue was dissolved in 3.5 ml of a 1:1.5 ethyl acetate/hexane solution and loaded onto a silica gel chromatography column. Elution with 40% ethyl acetate in hexane produced fractions which, upon evaporation to dryness, provide... Yield: 17.7%. The reagents and catalysts are [Pd] (palladium on carbon). As a reaction SMILES: [CH3:1][C:2]([C:5]1[CH:6]=[C:7]([CH:13]=[C:14]2[S:18][CH2:17][NH:16][C:15]2=[O:19])[CH:8]=[C:9]([CH3:12])[C:10]=1[OH:11])([CH3:4])[CH3:3]>O1CCCC1.[Pd]>[CH3:4][C:2]([C:5]1[CH:6]=[C:7]([CH2:13][CH:14]2[S:18][CH2:17][NH:16][C:15]2=[O:19])[CH:8]=[C:9]([CH3:12])[C:10]=1[OH:11])([CH3:1])[CH3:3]. Reactants: ClC=1OC2=C(N1)C=CC=C2 (2-chlorobenzoxazole), ice, CNCCO (2-methylaminoethanol). Solvent: O1CCCC1 (tetrahydrofuran), O1CCCC1 (tetrahydrofuran). Yields the product CN(C=1OC2=C(N1)C=CC=C2)CCO (2-[N-Methyl-N-(2-benzoxazolyl)amino]ethanol). RXN SMILES: Cl[C:2]1[O:3][C:4]2[CH:10]=[CH:9][CH:8]=[CH:7][C:5]=2[N:6]=1.[CH3:11][NH:12][CH2:13][CH2:14][OH:15]>O1CCCC1>[CH3:11][N:12]([CH2:13][CH2:14][OH:15])[C:2]1[O:3][C:4]2[CH:10]=[CH:9][CH:8]=[CH:7][C:5]=2[N:6]=1. Reported procedure: A solution of 2-chlorobenzoxazole (15.4 g) in dry tetrahydrofuran (50 ml) was added dropwise to an ice cooled solution of 2-methylaminoethanol (15.0 g) in dry tetrahydrofuran (100 ml) with stirring and protection from atmospheric moisture. The mixture was stirred at 0° C. for 1 hour, allowed to warm to room temperature and stirred for a further 2 hours. The solvent was removed under reduced pressure, the product was dissolved in ethyl acetate (200 ml) and washed with brine (2×150 ml). The organi... Yields the product IC=1C=CC(=C(C1)OC)C1=CC=CC=C1 (5-iodo 2-phenyl anisole). Reported procedure: 8 g of the product obtained in Stage B is dissolved at 40° C. in 60 ml of glacial acetic acid. Then a solution of 5 ml of concentrated sulphuric acid in 80 ml of water is added. The reaction medium is cooled down to 0° C. Then a solution of 2.77 g of sodium nitrite in 35 ml of water is added dropwise over one hour. Agitation is carried out for one hour at 0° C., and a solution of 13.33 g of potassium iodide, in 25 ml of water is added dropwise. The suspension obtained is maintained at 0° C. for ... As a reaction SMILES: [CH3:1][O:2][C:3]1[CH:4]=[C:5]([CH:7]=[CH:8][C:9]=1[C:10]1[CH:15]=[CH:14][CH:13]=[CH:12][CH:11]=1)N.S(=O)(=O)(O)O.N([O-])=O.[Na+].[I-:25].[K+]>C(O)(=O)C.O.C(OCC)(=O)C>[I:25][C:5]1[CH:7]=[CH:8][C:9]([C:10]2[CH:15]=[CH:14][CH:13]=[CH:12][CH:11]=2)=[C:3]([O:2][CH3:1])[CH:4]=1 |f:2.3,4.5|. Yield: 77.1%. Run in O (water), O (water), O (water), C(C)(=O)OCC (ethyl acetate), O (water), C(C)(=O)O (acetic acid). Reaction conditions: temperature 0 celsius, time 1 hour. Starting materials: S(O)(O)(=O)=O (sulphuric acid), N(=O)[O-].[Na+] (sodium nitrite), [I-].[K+] (potassium iodide), COC=1C=C(N)C=CC1C1=CC=CC=C1 (3-methoxy4-phenyl aniline).